This data is from the Open Reaction Database (ORD), a public repository of structured organic reaction records. The task is: describe an organic reaction: reactants, conditions, products, and yield Reactants: FC(C1=C(C=O)C=CC=C1)(F)F (2-(trifluoromethyl)benzaldehyde), NC=1C=C2[C@H]3[C@@H](N4C2=C(C1)CSCC4)CCN(C3)C(=O)OC(C)(C)C (tert-butyl (7bR,11aS)-6-amino-1,2,7b,10,11,11a-hexahydro-4H-pyrido[4,3-b][1,4]thiazepino[6,5,4-hi]indole-9(8H)-carboxylate). Product: FC(C1=C(CNC=2C=C3[C@H]4[C@@H](N5C3=C(C2)CSCC5)CCNC4)C=CC=C1)(F)F ((7bR,11aS)-N-[2-(trifluoromethyl)benzyl]-1,2,7b,8,9,10,11,11a-octahydro-4H-pyrido[4,3-b][1,4]thiazepino[6,5,4-hi]indol-6-amine). RXN SMILES: [F:1][C:2]([F:12])([F:11])[C:3]1[CH:10]=[CH:9][CH:8]=[CH:7][C:4]=1[CH:5]=O.[NH2:13][C:14]1[CH:15]=[C:16]2[C:20]3=[C:21]([CH2:23][S:24][CH2:25][CH2:26][N:19]3[C@H:18]3[CH2:27][CH2:28][N:29](C(OC(C)(C)C)=O)[CH2:30][C@@H:17]23)[CH:22]=1>>[F:1][C:2]([F:12])([F:11])[C:3]1[CH:10]=[CH:9][CH:8]=[CH:7][C:4]=1[CH2:5][NH:13][C:14]1[CH:15]=[C:16]2[C:20]3=[C:21]([CH2:23][S:24][CH2:25][CH2:26][N:19]3[C@H:18]3[CH2:27][CH2:28][NH:29][CH2:30][C@@H:17]23)[CH:22]=1. Procedure: Using 2-(trifluoromethyl)benzaldehyde and following the procedures described in EXAMPLE 126, tert-butyl (7bR,11aS)-6-amino-1,2,7b,10,11,11a-hexahydro-4H-pyrido[4,3-b][1,4]thiazepino[6,5,4-hi]indole-9(8H)-carboxylate from EXAMPLE 33, Part B was converted into the title compound of EXAMPLE 157. 1H NMR (CDCl3) δ: 7.69 (d, 1H, J=8.0 Hz), 7.64 (d, 1H, J=7.7 Hz), 7.52 (t, 1H, J=7.5 Hz), 7.38 (t, 1H, J=7.7 Hz), 6.31 (d, 1H, J=2.2 Hz), 6.22 (d, 1H, J=2.2 Hz), 4.48 (broad s, 2H), 3.67 (ABq, 2H, JAB=15.6 ...